Dataset: the Open Reaction Database (ORD), a public repository of structured organic reaction records. Task: describe an organic reaction: reactants, conditions, products, and yield The reactants are CN(C(OC(CC(C)C)C=1N(C(=C(N1)C1=CC=CC=C1)C=1SC=2N=CN=C(C2N1)N)C)=O)C (1-[5-(7-amino[1,3]thiazolo[5,4-d]pyrimidin-2-yl)-1-methyl-4-phenyl-1H-imidazol-2-yl]-3-methylbutyl dimethylcarbamate), solid, CN(C(OC(CC(C)C)C=1N(C(=C(N1)C1=CC=CC=C1)C=1SC=2N=CN=C(C2N1)N)C)=O)C (1-[5-(7-amino[1,3]thiazolo[5,4-d]pyrimidin-2-yl)-1-methyl-4-phenyl-1H-imidazol-2-yl]-3-methylbutyl dimethylcarbamate), CN(C(OC(C1=CC=CC=C1)C=1N(C(=C(N1)C1=CC=CC=C1)C=1SC=2N=CN=C(C2N1)N)C)=O)C ([5-(7-Amino[1,3]thiazolo[5,4-d]pyrimidin-2-yl)-1-methyl-4-phenyl-1H-imidazol-2-yl](phenyl)methyl dimethylcarbamate). Yields the product NC=1C2=C(N=CN1)SC(=N2)C2=C(N=C(N2C)C(CC(C)C)O)C2=CC=CC=C2 (1-[5-(7-Amino[1,3]thiazolo[5,4-d]pyrimidin-2-yl)-1-methyl-4-phenyl-1H-imidazol-2-yl]-3-methylbutan-1-ol). Reaction SMILES: CN(C)C(=O)[O:4][CH:5]([C:10]1[N:11]([CH3:31])[C:12]([C:21]2[S:22][C:23]3[N:24]=[CH:25][N:26]=[C:27]([NH2:30])[C:28]=3[N:29]=2)=[C:13]([C:15]2[CH:20]=[CH:19][CH:18]=[CH:17][CH:16]=2)[N:14]=1)[CH2:6][CH:7]([CH3:9])[CH3:8].CN(C)C(=O)OC(C1N(C)C(C2SC3N=CN=C(N)C=3N=2)=C(C2C=CC=CC=2)N=1)C1C=CC=CC=1>>[NH2:30][C:27]1[C:28]2[N:29]=[C:21]([C:12]3[N:11]([CH3:31])[C:10]([CH:5]([OH:4])[CH2:6][CH:7]([CH3:9])[CH3:8])=[N:14][C:13]=3[C:15]3[CH:16]=[CH:17][CH:18]=[CH:19][CH:20]=3)[S:22][C:23]=2[N:24]=[CH:25][N:26]=1. Reported procedure: The title compound was prepared by a similar process to that described for Example 104 but using 1-[5-(7-amino[1,3]thiazolo[5,4-d]pyrimidin-2-yl)-1-methyl-4-phenyl-1H-imidazol-2-yl]-3-methylbutyl dimethylcarbamate (Intermediate 100) in place of [5-(7-amino[1,3]thiazolo[5,4-d]pyrimidin-2-yl)-1-methyl-4-phenyl-1H-imidazol-2-yl](phenyl)methyl dimethylcarbamate (Intermediate 97). Colourless solid (5 mg, 63%); The reactants are C(C)OC(=O)C=1C=C(C=CC1)N1[C@H](CCC1)C(=O)O ((R)-1-(3-ethoxycarbonyl-phenyl)-pyrrolidine-2-carboxylic acid), O(Cl)Cl (oxychloride), NC1=CC=C(C#N)C=C1 (4-aminobenzonitrile), P(=O)(Cl)(Cl)Cl (phosphorous oxychloride). The solvent is N1=CC=CC=C1 (pyridine), O (water). Run at temperature 0 celsius, time 2 hour. Product: C(C)OC(C1=CC(=CC=C1)N1[C@H](CCC1)C(NC1=CC=C(C=C1)C#N)=O)=O (3-[(R)-2-(4-cyano-phenylcarbamoyl)-pyrrolidin-1-yl]-benzoic acid ethyl ester). Isolated yield 37.7%. RXN SMILES: [NH2:1][C:2]1[CH:9]=[CH:8][C:5]([C:6]#[N:7])=[CH:4][CH:3]=1.[CH2:10]([O:12][C:13]([C:15]1[CH:16]=[C:17]([N:21]2[CH2:25][CH2:24][CH2:23][C@@H:22]2[C:26](O)=[O:27])[CH:18]=[CH:19][CH:20]=1)=[O:14])[CH3:11].P(Cl)(Cl)(Cl)=O.O(Cl)Cl>N1C=CC=CC=1.O>[CH2:10]([O:12][C:13](=[O:14])[C:15]1[CH:20]=[CH:19][CH:18]=[C:17]([N:21]2[CH2:25][CH2:24][CH2:23][C@@H:22]2[C:26](=[O:27])[NH:1][C:2]2[CH:9]=[CH:8][C:5]([C:6]#[N:7])=[CH:4][CH:3]=2)[CH:16]=1)[CH3:11]. Reported procedure: Cool a solution of 4-aminobenzonitrile (0.05 g, 0.42 mmol) in pyridine (2 mL) to 0° C., and add (R)-1-(3-ethoxycarbonyl-phenyl)-pyrrolidine-2-carboxylic acid (0.10 g, 0.38 mmol), followed by phosphorous oxychloride (0.04 mL, 0.43 mmol). Stir the mixture at 0° C. for 2 h followed by addition of a second portion of phosphrous oxychloride (0.04 mL, 0.43 mmol). Stir the mixture at 0° C. for an additional 1 hour. Dilute the mixture with water and extract with EtOAc. Wash the combined organic phase wi... Starting materials: ClC1=NC=CC(=C1)OC1=CC(=C(C=C1F)NC(=O)C1=CNC=C(C1=O)C1=CC=C(C=C1)F)F (N-(4-((2-chloropyridin-4-yl)oxy)-2,5-difluorophenyl)-5-(4-fluorophenyl)-4-oxo-1,4-dihydropyridine-3-carboxamide), CN1N=CC(=C1)B(O)O (1-methyl-pyrazole-4-boronic acid), CN1N=CC(=C1)B(O)O (1-methyl-pyrazole-4-boronic acid), C(=O)([O-])[O-].[K+].[K+] (K2CO3). The reagents and catalysts are C=1C=CC(=CC1)[P](C=2C=CC=CC2)(C=3C=CC=CC3)[Pd]([P](C=4C=CC=CC4)(C=5C=CC=CC5)C=6C=CC=CC6)([P](C=7C=CC=CC7)(C=8C=CC=CC8)C=9C=CC=CC9)[P](C=1C=CC=CC1)(C=1C=CC=CC1)C=1C=CC=CC1 (Pd(PPh3)4), C=1C=CC(=CC1)[P](C=2C=CC=CC2)(C=3C=CC=CC3)[Pd]([P](C=4C=CC=CC4)(C=5C=CC=CC5)C=6C=CC=CC6)([P](C=7C=CC=CC7)(C=8C=CC=CC8)C=9C=CC=CC9)[P](C=1C=CC=CC1)(C=1C=CC=CC1)C=1C=CC=CC1 (Pd(PPh3)4). Solvent: O1CCOCC1 (dioxane), CCOC(=O)C (EtOAc). Reaction conditions: temperature 80 celsius. Yields the product FC1=C(C=C(C(=C1)OC1=CC(=NC=C1)C=1C=NN(C1)C)F)NC(=O)C1=CNC=C(C1=O)C1=CC=C(C=C1)F (N-(2,5-difluoro-4-((2-(1-methyl-1H-pyrazol-4-yl)pyridin-4-yl)oxy)phenyl)-5-(4-fluorophenyl)-4-oxo-1,4-dihydropyridine-3-carboxamide). Isolated yield 82.0%. Reaction SMILES: Cl[C:2]1[CH:7]=[C:6]([O:8][C:9]2[C:14]([F:15])=[CH:13][C:12]([NH:16][C:17]([C:19]3[C:24](=[O:25])[C:23]([C:26]4[CH:31]=[CH:30][C:29]([F:32])=[CH:28][CH:27]=4)=[CH:22][NH:21][CH:20]=3)=[O:18])=[C:11]([F:33])[CH:10]=2)[CH:5]=[CH:4][N:3]=1.[CH3:34][N:35]1[CH:39]=[C:38](B(O)O)[CH:37]=[N:36]1.C([O-])([O-])=O.[K+].[K+]>O1CCOCC1.CCOC(C)=O.C1C=CC([P]([Pd]([P](C2C=CC=CC=2)(C2C=CC=CC=2)C2C=CC=CC=2)([P](C2C=CC=CC=2)(C2C=CC=CC=2)C2C=CC=CC=2)[P](C2C=CC=CC=2)(C2C=CC=CC=2)C2C=CC=CC=2)(C2C=CC=CC=2)C2C=CC=CC=2)=CC=1>[F:33][C:11]1[CH:10]=[C:9]([O:8][C:6]2[CH:5]=[CH:4][N:3]=[C:2]([C:38]3[CH:37]=[N:36][N:35]([CH3:34])[CH:39]=3)[CH:7]=2)[C:14]([F:15])=[CH:13][C:12]=1[NH:16][C:17]([C:19]1[C:24](=[O:25])[C:23]([C:26]2[CH:31]=[CH:30][C:29]([F:32])=[CH:28][CH:27]=2)=[CH:22][NH:21][CH:20]=1)=[O:18] |f:2.3.4,^1:64,66,85,104|. Reported procedure: N-(4-((2-chloropyridin-4-yl)oxy)-2,5-difluorophenyl)-5-(4-fluorophenyl)-4-oxo-1,4-dihydropyridine-3-carboxamide (0.100 g, 0.212 mmol), 1-methyl-pyrazole-4-boronic acid (0.055 g, 0.265 mmol) and K2CO3 (0.088 g, 0.636 mmol) were combined in dioxane (2 mL) and H2O (0.500 mL), sparged with argon, treated with Pd(PPh3)4 (0.012 g, 10.60 μmol) and heated at 80° C. for 22 h. Additional 1-methyl-pyrazole-4-boronic acid (0.055 g, 0.265 mmol) was added, the mixture sparged with argon, treated with addition... Starting materials: ClC=1C=C(N)C=CC1 (3-chloroaniline), NC=1C=C(C(=O)NC2=CC(=C(C=C2)F)F)C=CC1OC (3-amino-N-(3,4difluoro-phenyl)-4-methoxy-benzamide). Yields the product title compound, C(C1=CC=CC=C1)(=O)N (benzamide). Procedure details: The title compound was synthesized as in Example 1 using 3-chloroaniline (2.0 mL, 18.9 mmol), CSI (2.0 mL, 23.0 mmol), and 3-amino-N-(3,4difluoro-phenyl)-4-methoxy-benzamide (1.39 g, 5.0 mmol) to give 0.030 g of benzamide, 3-[[[[[(3-chlorophenyl)amino]carbonyl]amino]sulfonyl]amino]-N-(3,4-difluorophenyl)-4-methoxy-. Microanalysis: C21H17ClF2N4O5S; calculated: C=49.37; H=3.35; N=10.97. found: C=48.97; H=3.11; N=10.78. MS: M++1=511 Da. Mp 193-196° C. The yield is 5.0%. As a reaction SMILES: ClC1C=C(C=CC=1)N.N[C:10]1[CH:11]=[C:12]([CH:24]=[CH:25][C:26]=1OC)[C:13]([NH:15]C1C=CC(F)=C(F)C=1)=[O:14]>>[C:13]([NH2:15])(=[O:14])[C:12]1[CH:24]=[CH:25][CH:26]=[CH:10][CH:11]=1. The reactants are [BH3-]C#N, CCN, CO, CC(C)N(CCC(c1ccccc1)c1cc(C=O)ccc1O)C(C)C, [Na+]. The product is CCNCc1ccc(O)c(C(CCN(C(C)C)C(C)C)c2ccccc2)c1. RXN SMILES: [C:29]([BH3-:30])#[N:31].[CH3:26][CH2:27][NH2:28].[CH3:33][OH:34].[CH:1]([CH3:2])([CH3:3])[N:4]([CH2:5][CH2:6][CH:7]([c:8]1[cH:9][cH:10][cH:11][cH:12][cH:13]1)[c:14]1[c:15]([OH:22])[cH:16][cH:17][c:18]([CH:20]=[O:21])[cH:19]1)[CH:23]([CH3:24])[CH3:25].[Na+:32]>>[CH:1]([CH3:2])([CH3:3])[N:4]([CH2:5][CH2:6][CH:7]([c:8]1[cH:9][cH:10][cH:11][cH:12][cH:13]1)[c:14]1[c:15]([OH:22])[cH:16][cH:17][c:18]([CH2:20][NH:28][CH2:27][CH3:26])[cH:19]1)[CH:23]([CH3:24])[CH3:25]. Starting materials: Nc1c[nH]c2ncc(Br)c(F)c12, C1CCOC1, Cl, [Li+], [OH-], c1ccncc1, O=C(Cl)c1ccccn1. The product is O=C(Nc1c[nH]c2ncc(Br)c(F)c12)c1ccccn1. RXN SMILES: [Br:11][c:12]1[c:13]([F:22])[c:14]2[c:15]([n:16][cH:17]1)[nH:18][cH:19][c:20]2[NH2:21].[CH2:31]1[O:32][CH2:33][CH2:34][CH2:35]1.[ClH:1].[Li+:24].[OH-:23].[cH:25]1[cH:26][cH:27][n:28][cH:29][cH:30]1.[n:2]1[c:3]([C:8](=[O:9])[Cl:10])[cH:4][cH:5][cH:6][cH:7]1>>[n:2]1[c:3]([C:8](=[O:9])[NH:21][c:20]2[c:14]3[c:13]([F:22])[c:12]([Br:11])[cH:17][n:16][c:15]3[nH:18][cH:19]2)[cH:4][cH:5][cH:6][cH:7]1. Reactants: [H-].[Al+3].[Li+].[H-].[H-].[H-] (lithium aluminium hydride), N1CC2(CC1=O)CC(C1=CC=CC=C12)=O (spiro[indan-1,3'-pyrrolidin]-3,5'-dione), O (water). The solvent is O1CCCC1 (tetrahydrofuran), C1=CC=CC=C1 (benzene), O1CCCC1 (tetrahydrofuran). Run at time 20 hour. Yields the product N1CC2(CC1)CC(C1=CC=CC=C12)O (Spiro[indan-1,3'-pyrrolidin]-3 -ol). As a reaction SMILES: [H-].[Al+3].[Li+].[H-].[H-].[H-].[NH:7]1[C:11](=O)[CH2:10][C:9]2([C:20]3[C:15](=[CH:16][CH:17]=[CH:18][CH:19]=3)[C:14](=[O:21])[CH2:13]2)[CH2:8]1.O>O1CCCC1.C1C=CC=CC=1>[NH:7]1[CH2:11][CH2:10][C:9]2([C:20]3[C:15](=[CH:16][CH:17]=[CH:18][CH:19]=3)[CH:14]([OH:21])[CH2:13]2)[CH2:8]1 |f:0.1.2.3.4.5|. Procedure: 17.1 g of lithium aluminium hydride in 300 cc of absolute tetrahydrofuran and 600 cc of absolute benzene are placed in a Soxhlet apparatus. 30 g of the spiro[indan-1,3'-pyrrolidin]-3,5'-dione to be reduced are placed in the Soxhlet apparatus in a Soxhlet capsule. Boiling at reflux is then effected for 20 hours, whereby the entire product is dissolved. The reaction mixture is subsequently cooled and carefully decomposed with 25 cc of water in 25 cc of tetrahydrofuran, the precipitate is filtered ...